Task: describe an organic reaction: reactants, conditions, products, and yield. Dataset: the Open Reaction Database (ORD), a public repository of structured organic reaction records The solvent is C(C)O (ethanol). Reaction conditions: time 4 hour. Procedure details: 2 g of fluvastatin sodium (prepared according to Example 8 of U.S. Pat. No. 4,739,073 and Example 14D of U.S. Pat. No. 5,354,772 A) heated to boiling in 35 ml of ethanol until the material goes into solution. The hot solution obtained is filtered into 80 ml of boiling 2-propanol and allowed to cool to room temperature, while the precipitation of the anhydrous amorphous form of fluvastatin sodium salt begins. The suspension obtained is allowed to stand at 40° C. for 4 hours, and then filtered, wa... Reactants: [Na+].FC1=CC=C(C=C1)C1=C(N(C2=CC=CC=C12)C(C)C)CCC(CC(=CC(=O)[O-])O)O ((±)7-(3-(4-fluorophenyl)-1-(1-methylethyl)-1H-indol-2-yl)-3,5-dihydroxy heptenoic acid monosodium salt). RXN SMILES: [Na+:1].[F:2][C:3]1[CH:8]=[CH:7][C:6]([C:9]2[C:17]3[C:12](=[CH:13][CH:14]=[CH:15][CH:16]=3)[N:11]([CH:18]([CH3:20])[CH3:19])[C:10]=2[CH2:21][CH2:22][CH:23]([OH:31])[CH2:24][C:25]([OH:30])=[CH:26][C:27]([O-:29])=[O:28])=[CH:5][CH:4]=1>C(O)C>[CH3:20][CH:18]([N:11]1[C:10](/[CH:21]=[CH:22]/[C@@H:23]([OH:31])[CH2:24][C@@H:25]([OH:30])[CH2:26][C:27]([O-:29])=[O:28])=[C:9]([C:6]2[CH:7]=[CH:8][C:3]([F:2])=[CH:4][CH:5]=2)[C:17]2[C:12]1=[CH:13][CH:14]=[CH:15][CH:16]=2)[CH3:19].[Na+:1] |f:0.1,3.4|. Yields the product CC(C)N1C2=CC=CC=C2C(=C1/C=C/[C@H](C[C@H](CC(=O)[O-])O)O)C3=CC=C(C=C3)F.[Na+] (fluvastatin sodium salt). Yield: 70.0%. Starting materials: CNC (dimethylamine), [Cl-].[Cl-].CC1(C=C(C=C1)C)[Zr+2]C1(C=C(C=C1)C)C (bis(1,3-dimethylcyclopentadienyl)-zirconium (IV)-dichloride). The solvent is C1(=CC=CC=C1)C (toluene). Run at temperature -10 celsius. Yields the product crystal, CC1(C=C(C=C1)C)[Zr+2]C1(C=C(C=C1)C)C.[Cl-].C[N-]C (bis(1,3-dimethylcyclopentadienyl)-zirconium (IV) (dimethylamide)chloride). The yield is 18.0%. As a reaction SMILES: [CH3:1][NH:2][CH3:3].[Cl-:4].[Cl-].[CH3:6][C:7]1([Zr+2:13][C:14]2([CH3:20])[CH:18]=[CH:17][C:16]([CH3:19])=[CH:15]2)[CH:11]=[CH:10][C:9]([CH3:12])=[CH:8]1>C1(C)C=CC=CC=1>[CH3:6][C:7]1([Zr+2:13][C:14]2([CH3:20])[CH:18]=[CH:17][C:16]([CH3:19])=[CH:15]2)[CH:11]=[CH:10][C:9]([CH3:12])=[CH:8]1.[Cl-:4].[CH3:1][N-:2][CH3:3] |f:1.2.3,5.6.7|. Procedure: Into a 500 ml glass reactor thoroughly purged with nitrogen were charged 100 ml of dry hexane and n-butyl lithium (hexane solution of 1.62M, 15.6 ml), and they were stirred at -10° C. To the reaction liquid was added 1.25 g of dimethylamine at -10° C. and stirred for 30 min. The temperature of the reaction system was raised to 0° C. After the reaction of 1 hour, nitrogen was blown into the reaction system to remove the residual dimethylamine. To the reaction liquid was dropwise added 200 ml of a... Starting materials: C(#N)NC(=NCCS)NCC#C (N-Cyano-N'-propargyl-N"-(2-mercaptoethyl)guanidine), [O-]CC.[Na+] (sodium ethoxide), CC=1N=CNC1CCl (4-methyl-5-chloromethylimidazole). Solvent: C(C)O (ethanol), [Cl-].[Na+].O (brine). Conditions: temperature 4 celsius, time 5 minute. Product: C(#N)NC(=NCC#C)NCCSCC1=C(N=CN1)C (N-Cyano-N'-{2-[(4-methyl-5-imidazolyl)methylthio]ethyl}-N"-propargylguanidine). The yield is 50.0%. Reaction SMILES: [C:1]([NH:3][C:4]([NH:9][CH2:10][C:11]#[CH:12])=[N:5][CH2:6][CH2:7][SH:8])#[N:2].[O-]CC.[Na+].[CH3:17][C:18]1[N:19]=[CH:20][NH:21][C:22]=1[CH2:23]Cl>C(O)C.[Cl-].[Na+].O>[C:1]([NH:3][C:4]([NH:5][CH2:6][CH2:7][S:8][CH2:23][C:22]1[NH:21][CH:20]=[N:19][C:18]=1[CH3:17])=[N:9][CH2:10][C:11]#[CH:12])#[N:2] |f:1.2,5.6.7|. Reported procedure: A solution of 0.029 g (0.16 m mole) of the product of step A, in 1 ml ethanol containing 0.42 m mole sodium ethoxide, was placed under a nitrogen atmosphere and cooled to 4° C. with stirring. After 5 minutes, 0.035 g (0.21 m mole) of solid 4-methyl-5-chloromethylimidazole was added. The mixture was stirred for 40 minutes, poured into brine (30 ml) and then extracted with chloroform (3×15 ml). After drying (Na2SO4), the solvent was removed by evaporation. The residue was purified by thin layer ch... Starting materials: CC(C)(C)OC(=O)NC(Cc1ccccc1C#N)C(=O)F, COC(=O)c1csc(N)n1, C1COCCO1. The product is COC(=O)c1csc(NC(=O)C(Cc2ccccc2C#N)NC(=O)OC(C)(C)C)n1. As a reaction SMILES: [C:1]([CH3:2])([CH3:3])([CH3:4])[O:5][C:6]([NH:7][CH:8]([CH2:9][c:10]1[c:11]([C:16]#[N:17])[cH:12][cH:13][cH:14][cH:15]1)[C:18](=[O:19])[F:20])=[O:21].[CH3:22][O:23][C:24](=[O:25])[c:26]1[n:27][c:28]([NH2:31])[s:29][cH:30]1.[O:32]1[CH2:33][CH2:34][O:35][CH2:36][CH2:37]1>>[C:1]([CH3:2])([CH3:3])([CH3:4])[O:5][C:6]([NH:7][CH:8]([CH2:9][c:10]1[c:11]([C:16]#[N:17])[cH:12][cH:13][cH:14][cH:15]1)[C:18](=[O:19])[NH:31][c:28]1[n:27][c:26]([C:24]([O:23][CH3:22])=[O:25])[cH:30][s:29]1)=[O:21]. The reactants are O=C1CC(=O)N(Br)C(=O)N1Br, CCOCC, CC(C)(C)OC(=O)N1CCC(CCC=O)CC1. Reaction SMILES: [Br:18][N:19]1[C:20](=[O:21])[CH2:22][C:23](=[O:24])[N:25]([Br:26])[C:27]1=[O:28].[CH3:29][CH2:30][O:31][CH2:32][CH3:33].[O:1]=[CH:2][CH2:3][CH2:4][CH:5]1[CH2:6][CH2:7][N:8]([C:11](=[O:12])[O:13][C:14]([CH3:15])([CH3:16])[CH3:17])[CH2:9][CH2:10]1>>[O:1]=[CH:2][CH:3]([CH2:4][CH:5]1[CH2:6][CH2:7][N:8]([C:11](=[O:12])[O:13][C:14]([CH3:15])([CH3:16])[CH3:17])[CH2:9][CH2:10]1)[Br:18]. The product is CC(C)(C)OC(=O)N1CCC(CC(Br)C=O)CC1.